This data is from the Open Reaction Database (ORD), a public repository of structured organic reaction records. The task is: describe an organic reaction: reactants, conditions, products, and yield Reactants: BrC=1C=C(C=C(C1)Br)O (3,5-dibromophenol), B(C1=CC2=C(C=C1)OCO2)(O)O (3,4-(methylenedioxy) phenylboronic acid), S1C=C(C=C1)B(O)O (3-thiopheneboronic acid), C([O-])([O-])=O.[Cs+].[Cs+] (cesium carbonate). Reagents/catalysts: C1=CC=C(C=C1)P([C-]2C=CC=C2)C3=CC=CC=C3.C1=CC=C(C=C1)P([C-]2C=CC=C2)C3=CC=CC=C3.Cl[Pd]Cl.[Fe+2] (PdCl2(dppf)). The solvent is C(OC)COC (dimethoxyethane). Conditions: temperature 97 celsius, time 15 hour. The product is O1COC2=C1C=CC(=C2)C=2C=C(C=C(C2)C2=CSC=C2)O (3-benzo[1,3]dioxol-5-yl-5-thiophen-3-yl-phenol). Yield: 42.4%. RXN SMILES: Br[C:2]1[CH:3]=[C:4]([OH:9])[CH:5]=[C:6](Br)[CH:7]=1.B(O)(O)[C:11]1[CH:16]=[CH:15][C:14]2[O:17][CH2:18][O:19][C:13]=2[CH:12]=1.[S:22]1[CH:26]=[CH:25][C:24](B(O)O)=[CH:23]1.C(=O)([O-])[O-].[Cs+].[Cs+]>C1C=CC(P(C2C=CC=CC=2)[C-]2C=CC=C2)=CC=1.C1C=CC(P(C2C=CC=CC=2)[C-]2C=CC=C2)=CC=1.Cl[Pd]Cl.[Fe+2].C(COC)OC>[O:17]1[C:14]2[CH:15]=[CH:16][C:11]([C:2]3[CH:3]=[C:4]([OH:9])[CH:5]=[C:6]([C:24]4[CH:25]=[CH:26][S:22][CH:23]=4)[CH:7]=3)=[CH:12][C:13]=2[O:19][CH2:18]1 |f:3.4.5,6.7.8.9|. Procedure: To a mixture of 3,5-dibromophenol (59.54 mmol, 15 g), 3,4-(methylenedioxy) phenylboronic acid (77.40 mmol, 12.84 g), 3-thiopheneboronic acid (62.52 mmol, 8 g), PdCl2(dppf) (6.75 mmol, 4.94 g), and cesium carbonate (240 mmol, 78.19 g) was added dimethoxyethane (550 mL) at room temperature under nitrogen atmosphere. Then, the resulting light brown suspension was heated to 97° C. and stirred for 15 h. Then, the reaction mixture was cooled to room temperature and the solids were filtered-off and the... Reaction SMILES: [Br:1][c:2]1[cH:3][c:4]([N+:12](=[O:13])[O-:14])[c:5]([O:10][CH3:11])[c:6]([CH2:7][Br:8])[cH:9]1.[CH3:48][N:49]([CH3:50])[CH:51]=[O:52].[Cl-:41].[H-:25].[NH4+:42].[Na+:26].[O:27]=[C:28]1[CH2:29][CH2:30][N:31]([C:34](=[O:35])[O:36][C:37]([CH3:38])([CH3:39])[CH3:40])[CH2:32][CH2:33]1.[O:43]1[CH2:44][CH2:45][CH2:46][CH2:47]1.[P:15]([O:16][CH2:17][CH3:18])([O:19][CH2:20][CH3:21])[O:22][CH2:23][CH3:24]>>[Br:1][c:2]1[cH:3][c:4]([N+:12](=[O:13])[O-:14])[c:5]([O:10][CH3:11])[c:6]([CH:7]=[C:28]2[CH2:29][CH2:30][N:31]([C:34](=[O:35])[O:36][C:37]([CH3:38])([CH3:39])[CH3:40])[CH2:32][CH2:33]2)[cH:9]1. Product: COc1c(C=C2CCN(C(=O)OC(C)(C)C)CC2)cc(Br)cc1[N+](=O)[O-]. Starting materials: COc1c(CBr)cc(Br)cc1[N+](=O)[O-], CN(C)C=O, [Cl-], [H-], [NH4+], [Na+], CC(C)(C)OC(=O)N1CCC(=O)CC1, C1CCOC1, CCOP(OCC)OCC. Reactants: C#Cc1ccc(N)cc1, CC(=O)OC(C)=O, ClCCl. Yields the product C#Cc1ccc(NC(C)=O)cc1. RXN SMILES: [C:1](#[CH:2])[c:3]1[cH:4][cH:5][c:6]([NH2:7])[cH:8][cH:9]1.[CH3:10][C:11](=[O:12])[O:13][C:14](=[O:15])[CH3:16].[Cl:17][CH2:18][Cl:19]>>[C:1](#[CH:2])[c:3]1[cH:4][cH:5][c:6]([NH:7][C:11]([CH3:10])=[O:12])[cH:8][cH:9]1. The product is NC(=O)c1ccc(C(=O)OCc2ccccc2)cc1NC1CCCCC1. Reactants: N#Cc1ccc(C(=O)OCc2ccccc2)cc1NC1CCCCC1, O=C([O-])[O-], CS(C)=O, CCOC(C)=O, [K+], [K+], O, OO. Reaction SMILES: [C:1](#[N:2])[c:3]1[c:4]([NH:19][CH:20]2[CH2:21][CH2:22][CH2:23][CH2:24][CH2:25]2)[cH:5][c:6]([C:7](=[O:8])[O:9][CH2:10][c:11]2[cH:12][cH:13][cH:14][cH:15][cH:16]2)[cH:17][cH:18]1.[C:26]([O-:27])(=[O:28])[O-:29].[CH3:35][S:36]([CH3:37])=[O:38].[CH3:39][CH2:40][O:41][C:42](=[O:43])[CH3:44].[K+:30].[K+:31].[OH2:34].[OH:32][OH:33]>>[C:1]([NH2:2])([c:3]1[c:4]([NH:19][CH:20]2[CH2:21][CH2:22][CH2:23][CH2:24][CH2:25]2)[cH:5][c:6]([C:7](=[O:8])[O:9][CH2:10][c:11]2[cH:12][cH:13][cH:14][cH:15][cH:16]2)[cH:17][cH:18]1)=[O:27]. Starting materials: CC(=O)OCc1cc(C#N)nc(N(C)C)c1, CO, [K+], [K+], O=C([O-])[O-]. Product: CN(C)c1cc(CO)cc(C#N)n1. Reaction SMILES: [C:1](=[O:2])([CH3:3])[O:4][CH2:5][c:6]1[cH:7][c:8]([C:15]#[N:16])[n:9][c:10]([N:12]([CH3:13])[CH3:14])[cH:11]1.[CH3:23][OH:24].[K+:17].[K+:18].[O-:19][C:20]([O-:21])=[O:22]>>[OH:4][CH2:5][c:6]1[cH:7][c:8]([C:15]#[N:16])[n:9][c:10]([N:12]([CH3:13])[CH3:14])[cH:11]1. Reactants: [Al+3], C1CCOC1, CCOCC, CCOC(=O)c1cn(CCCCc2ccc(OCc3coc(C=Cc4ccc(C(F)(F)F)cc4)n3)cc2)nn1, [H-], [H-], [H-], [H-], [Li+], O. Product: OCc1cn(CCCCc2ccc(OCc3coc(C=Cc4ccc(C(F)(F)F)cc4)n3)cc2)nn1. RXN SMILES: [Al+3:2].[CH2:52]1[O:53][CH2:54][CH2:55][CH2:56]1.[CH3:46][CH2:47][O:48][CH2:49][CH3:50].[F:7][C:8]([c:9]1[cH:10][cH:11][c:12]([CH:15]=[CH:16][c:17]2[o:18][cH:19][c:20]([CH2:22][O:23][c:24]3[cH:25][cH:26][c:27]([CH2:30][CH2:31][CH2:32][CH2:33][n:34]4[n:35][n:36][c:37]([C:39](=[O:40])[O:41][CH2:42][CH3:43])[cH:38]4)[cH:28][cH:29]3)[n:21]2)[cH:13][cH:14]1)([F:44])[F:45].[H-:1].[H-:4].[H-:5].[H-:6].[Li+:3].[OH2:51]>>[F:7][C:8]([c:9]1[cH:10][cH:11][c:12]([CH:15]=[CH:16][c:17]2[o:18][cH:19][c:20]([CH2:22][O:23][c:24]3[cH:25][cH:26][c:27]([CH2:30][CH2:31][CH2:32][CH2:33][n:34]4[n:35][n:36][c:37]([CH2:39][OH:40])[cH:38]4)[cH:28][cH:29]3)[n:21]2)[cH:13][cH:14]1)([F:44])[F:45]. Yields the product COc1cccc(C(N)C(c2cccnc2)c2cccnc2)n1. Reactants: C1CCOC1, COc1cccc(C=O)n1, C[Si](C)(C)[N-][Si](C)(C)C, [Li+], c1cncc(Cc2cccnc2)c1. As a reaction SMILES: [CH2:34]1[O:35][CH2:36][CH2:37][CH2:38]1.[CH3:11][O:12][c:13]1[cH:14][cH:15][cH:16][c:17]([CH:19]=[O:20])[n:18]1.[CH3:2][Si:3]([N-:6][Si:4]([CH3:5])([CH3:7])[CH3:8])([CH3:9])[CH3:10].[Li+:1].[n:21]1[cH:22][c:23]([CH2:27][c:28]2[cH:29][n:30][cH:31][cH:32][cH:33]2)[cH:24][cH:25][cH:26]1>>[NH2:6][CH:19]([c:17]1[cH:16][cH:15][cH:14][c:13]([O:12][CH3:11])[n:18]1)[CH:27]([c:23]1[cH:22][n:21][cH:26][cH:25][cH:24]1)[c:28]1[cH:29][n:30][cH:31][cH:32][cH:33]1.